Dataset: the Open Reaction Database (ORD), a public repository of structured organic reaction records. Task: describe an organic reaction: reactants, conditions, products, and yield The reactants are CS(=O)(=O)OCCC1=CC(=CC=C1)OS(=O)(=O)C (3-(methylsulfonyloxy)phenethyl methanesulfonate), OC1=CC=C(C=O)C=C1 (p-hydroxybenzaldehyde), C([O-])([O-])=O.[K+].[K+] (potassium carbonate). Run in C(C)#N (acetonitrile). Yields the product CS(=O)(=O)OC1=CC(=CC=C1)CCOC1=CC=C(C=C1)C=O (3-[2-(4-formylphenoxy)ethyl]phenyl methanesulfonate). The yield is 86.1%. Reaction SMILES: CS([O:5][CH2:6][CH2:7][C:8]1[CH:13]=[CH:12][CH:11]=[C:10]([O:14][S:15]([CH3:18])(=[O:17])=[O:16])[CH:9]=1)(=O)=O.O[C:20]1[CH:27]=[CH:26][C:23]([CH:24]=[O:25])=[CH:22][CH:21]=1.C(=O)([O-])[O-].[K+].[K+]>C(#N)C>[CH3:18][S:15]([O:14][C:10]1[CH:11]=[CH:12][CH:13]=[C:8]([CH2:7][CH2:6][O:5][C:20]2[CH:27]=[CH:26][C:23]([CH:24]=[O:25])=[CH:22][CH:21]=2)[CH:9]=1)(=[O:17])=[O:16] |f:2.3.4|. Procedure details: 9.3 g (31.6 mmole) 3-(methylsulfonyloxy)phenethyl methanesulfonate, 9.91 g (82 mmole) p-hydroxybenzaldehyde and 13 g (94.8 mmole) potassium carbonate in 200 ml acetonitrile were refluxed for 4 hours. The precipitate was filtered off and the solvent was evaporated in vacuo. Dichloromethane was added and the organic phase was washed with water, dried (magnesium sulfate), filtered and the solvent was evaporated to give 8.72 g (yield 88%) of 3-[2-(4-formylphenoxy)ethyl]phenyl methanesulfonate.